From a dataset of the Open Reaction Database (ORD), a public repository of structured organic reaction records. describe an organic reaction: reactants, conditions, products, and yield Starting materials: CO, COc1ccc(C(O)C(C)[N+](=O)[O-])cn1, [H][H]. Product: COc1ccc(C(O)C(C)N)cn1. RXN SMILES: [CH3:18][OH:19].[CH3:1][O:2][c:3]1[cH:4][cH:5][c:6]([CH:9]([CH:10]([CH3:11])[N+:12]([O-:13])=[O:14])[OH:15])[cH:7][n:8]1.[H:16][H:17]>>[CH3:1][O:2][c:3]1[cH:4][cH:5][c:6]([CH:9]([CH:10]([CH3:11])[NH2:12])[OH:15])[cH:7][n:8]1.